The task is: describe an organic reaction: reactants, conditions, products, and yield. This data is from the Open Reaction Database (ORD), a public repository of structured organic reaction records. Reactants: CC=1C=C(C=O)OC1C (4,5-dimethylfurfural), CCCCCC (hexane), C(CCC)[Li] (n-butyllithium), CC=1N=CSC1C (4,5-Dimethylthiazole). The solvent is O1CCCC1 (tetrahydrofuran), O1CCCC1 (tetrahydrofuran), O (Water). Reaction conditions: temperature -78 celsius, time 30 minute. The product is CC=1C=C(OC1C)C(O)C=1SC(=C(N1)C)C ((4,5-dimethylfuran-2-yl)-(4,5-dimethylthiazol-2-yl)methanol). Yield: 49.4%. RXN SMILES: [CH3:1][C:2]1[N:3]=[CH:4][S:5][C:6]=1[CH3:7].CCCCCC.C([Li])CCC.[CH3:19][C:20]1[CH:21]=[C:22]([O:25][C:26]=1[CH3:27])[CH:23]=[O:24]>O1CCCC1.O>[CH3:19][C:20]1[CH:21]=[C:22]([CH:23]([C:4]2[S:5][C:6]([CH3:7])=[C:2]([CH3:1])[N:3]=2)[OH:24])[O:25][C:26]=1[CH3:27]. Reported procedure: 4,5-Dimethylthiazole (1.0 g) was dissolved in tetrahydrofuran (40 ml) under an argon atmosphere to prepare a solution. A 1.6M hexane solution (5.6 ml) of n-butyllithium was added dropwise at −78° C., and the mixture was then stirred at −78° C. for 30 min. A solution of 4,5-dimethylfurfural (1 g) in tetrahydrofuran (20 ml) was added dropwise thereto, and the temperature of the mixture was raised to room temperature with stirring. Water was added to the reaction solution to stop the reaction. The ... Reactants: OCCCCCNS(=O)(=O)C1=CC=C(C=C1)Br (4-bromophenyl-sulfonic acid-(5-hydroxypentyl)-amide), C(=O)(O)C1=CC=C(C=C1)B(O)O (4-carboxyphenyl boronic acid). Yields the product OCCCCCNS(=O)(=O)C1=CC=C(C=C1)C1=CC=C(C=C1)C(=O)O (4′-Carboxybiphenyl-4-sulfonic acid-(5-hydroxypentyl)-amide). As a reaction SMILES: [OH:1][CH2:2][CH2:3][CH2:4][CH2:5][CH2:6][NH:7][S:8]([C:11]1[CH:16]=[CH:15][C:14](Br)=[CH:13][CH:12]=1)(=[O:10])=[O:9].[C:18]([C:21]1[CH:26]=[CH:25][C:24](B(O)O)=[CH:23][CH:22]=1)([OH:20])=[O:19]>>[OH:1][CH2:2][CH2:3][CH2:4][CH2:5][CH2:6][NH:7][S:8]([C:11]1[CH:16]=[CH:15][C:14]([C:24]2[CH:25]=[CH:26][C:21]([C:18]([OH:20])=[O:19])=[CH:22][CH:23]=2)=[CH:13][CH:12]=1)(=[O:10])=[O:9]. Procedure details: Using a method analogous to that described in Example 40, 4-bromophenyl-sulfonic acid-(5-hydroxypentyl)-amide and 4-carboxyphenyl boronic acid were reacted to give the title compound as a white solid. δC (DMSO, 62.9 MHz): 22.6, 28.9, 32.0, 42.6, 60.5, 127.2, 127.4, 127.7, 130.2, 130.5, 140.1, 142.7, 142.7 and 167.0. Reported procedure: 1.20 g (5.35 mmol) 2-pyrimidin-4-yl-indan-1,3-dione in 30 ml ethanol is spiked with 345 μl (6.96 mmol) hydrazine hydrate and heated for 5 h to 100° C. After cooling, the product is filtered off and washed with ethanol: m.p.: 204-206° C.; Anal. calc.(C13H10N4O.0.5 H2O) C, 63.15%; H, 4.48%; N, 22.66%. found C, 63.3%; H, 4.5%; N, 22.7%; FAB MS (M+H)+=239. RXN SMILES: [N:1]1[CH:6]=[CH:5][C:4]([CH:7]2[C:15](=[O:16])[C:14]3[C:9](=[CH:10][CH:11]=[CH:12][CH:13]=3)[C:8]2=O)=[N:3][CH:2]=1.O.[NH2:19][NH2:20]>C(O)C>[N:1]1[CH:6]=[CH:5][C:4]([CH2:7][C:8]2[C:9]3[C:14](=[CH:13][CH:12]=[CH:11][CH:10]=3)[C:15](=[O:16])[NH:20][N:19]=2)=[N:3][CH:2]=1 |f:1.2|. Yields the product N1=CN=C(C=C1)CC1=NNC(C2=CC=CC=C12)=O (4-(4-Pyrimidinylmethyl)-1(2H)-phthalazinone). Solvent: C(C)O (ethanol). Starting materials: N1=CN=C(C=C1)C1C(C2=CC=CC=C2C1=O)=O (2-pyrimidin-4-yl-indan-1,3-dione), O.NN (hydrazine hydrate). Reactants: O=C(Nc1ccc(OCc2ccccc2)cc1)c1n[nH]c2ccccc12, O=C(Nc1ccc(O)cc1)C1CCCN1. The product is O=C(Nc1ccc(O)cc1)c1n[nH]c2ccccc12. RXN SMILES: [CH2:1]([c:2]1[cH:3][cH:4][cH:5][cH:6][cH:7]1)[O:8][c:9]1[cH:10][cH:11][c:12]([NH:15][C:16](=[O:17])[c:18]2[n:19][nH:20][c:21]3[cH:22][cH:23][cH:24][cH:25][c:26]23)[cH:13][cH:14]1.[OH:27][c:28]1[cH:29][cH:30][c:31]([NH:32][C:33]([CH:34]2[CH2:35][CH2:36][CH2:37][NH:38]2)=[O:39])[cH:40][cH:41]1>>[OH:8][c:9]1[cH:10][cH:11][c:12]([NH:15][C:16](=[O:17])[c:18]2[n:19][nH:20][c:21]3[cH:22][cH:23][cH:24][cH:25][c:26]23)[cH:13][cH:14]1. The reactants are C1(=CC=CC=C1)C=1N=C(NC1C1=CC=CC=C1)SCCCCCCCC(=O)O (8-(4,5-diphenyl-1H-imidazol-2-ylthio)octanoic acid), C1(CCCCC1)N=C=NC1CCCCC1 (dicyclohexylcarbodiimide), C(CCCCCC)N (heptylamine). The solvent is C(Cl)Cl (methylene chloride). Reaction conditions: time 30 minute. Yields the product C1(=CC=CC=C1)C=1N=C(NC1C1=CC=CC=C1)SCCCCCCCC(=O)NCCCCCCC (8-(4,5-diphenyl-1H-imidazol-2-ylthio)-N-heptyloctanamide). Yield: 33.5%. RXN SMILES: [C:1]1([C:7]2[N:8]=[C:9]([S:18][CH2:19][CH2:20][CH2:21][CH2:22][CH2:23][CH2:24][CH2:25][C:26]([OH:28])=O)[NH:10][C:11]=2[C:12]2[CH:17]=[CH:16][CH:15]=[CH:14][CH:13]=2)[CH:6]=[CH:5][CH:4]=[CH:3][CH:2]=1.C1(N=C=NC2CCCCC2)CCCCC1.[CH2:44]([NH2:51])[CH2:45][CH2:46][CH2:47][CH2:48][CH2:49][CH3:50]>C(Cl)Cl>[C:12]1([C:11]2[N:10]=[C:9]([S:18][CH2:19][CH2:20][CH2:21][CH2:22][CH2:23][CH2:24][CH2:25][C:26]([NH:51][CH2:44][CH2:45][CH2:46][CH2:47][CH2:48][CH2:49][CH3:50])=[O:28])[NH:8][C:7]=2[C:1]2[CH:6]=[CH:5][CH:4]=[CH:3][CH:2]=2)[CH:13]=[CH:14][CH:15]=[CH:16][CH:17]=1. Procedure: Part A. To a solution of 8-(4,5-diphenyl-1H-imidazol-2-ylthio)octanoic acid (8.44 g, 0.02 mol) in methylene chloride (100 mL) at 0° was added, portionwise as a solid, dicyclohexylcarbodiimide (4.12 g, 0.02 mol), and the reaction mixture was stirred at 0° for 30 minutes. To this reaction mixture was added, dropwise, heptylamine (2.96 mL, 2.3 g, 0.02 mol) and the reaction mixture was stirred at reflux for 72 hours. The reaction mixture was cooled, and the solids were filtered and washed with chlor...